Dataset: the Open Reaction Database (ORD), a public repository of structured organic reaction records. Task: describe an organic reaction: reactants, conditions, products, and yield Reactants: ClC=1C(=NC=C(C1)C(F)(F)F)S (3-chloro-2-mercapto-5-trifluoromethylpyridine), O (water), [H-].[Na+] (sodium hydride), [N+](=O)([O-])C1=C(CBr)C=CC=C1 (2-nitrobenzyl bromide). Run in O1CCCC1 (tetrahydrofuran), O1CCCC1 (tetrahydrofuran), O1CCCC1 (tetrahydrofuran). Conditions: time 15 hour. Product: ClC=1C(=NC=C(C1)C(F)(F)F)SCC1=C(C=CC=C1)[N+](=O)[O-] (2-(3-chloro-5-trifluoromethyl-2-pyridylthiomethyl)nitrobenzene). Isolated yield 74.3%. RXN SMILES: [H-].[Na+].[Cl:3][C:4]1[C:5]([SH:14])=[N:6][CH:7]=[C:8]([C:10]([F:13])([F:12])[F:11])[CH:9]=1.[N+:15]([C:18]1[CH:25]=[CH:24][CH:23]=[CH:22][C:19]=1[CH2:20]Br)([O-:17])=[O:16].O>O1CCCC1>[Cl:3][C:4]1[C:5]([S:14][CH2:20][C:19]2[CH:22]=[CH:23][CH:24]=[CH:25][C:18]=2[N+:15]([O-:17])=[O:16])=[N:6][CH:7]=[C:8]([C:10]([F:12])([F:13])[F:11])[CH:9]=1 |f:0.1|. Reported procedure: 2 g of 60 wt % sodium hydride were added to 45 ml of tetrahydrofuran under stirring at room temperature, followed by drop-wise addition thereto of a solution of 9.9 g of 3-chloro-2-mercapto-5-trifluoromethylpyridine in 40 ml of tetrahydrofuran. After completion of the drop-wise addition, the reaction mixture was heated under reflux for 30 minutes, and cooled to room temperature, followed by drop-wise addition thereto of a solution of 10 g of 2-nitrobenzyl bromide in 60 ml of tetrahydrofuran. Aft... The reactants are N1=C(C=CC=C1)NCCO (N-pyridylethanolamine), CN1C=NC=C1 (N-methylimidazol), C1(=CC=CC=C1)C(C1=CC=CC=C1)Br (Diphenylmethyl bromide), O1CCCC1 (tetrahydrofuran). Reaction conditions: time 72 hour. The product is N1=C(C=CC=C1)N(C(C1=CC=CC=C1)C1=CC=CC=C1)C(C)O (N-pyridyl-N-[diphenylmethyl]aminoethanol). Isolated yield 62.0%. As a reaction SMILES: [C:1]1([CH:7](Br)[C:8]2[CH:13]=[CH:12][CH:11]=[CH:10][CH:9]=2)[CH:6]=[CH:5][CH:4]=[CH:3][CH:2]=1.[N:15]1[CH:20]=[CH:19][CH:18]=[CH:17][C:16]=1[NH:21][CH2:22][CH2:23]O.CN1C=CN=C1.[O:31]1CCCC1>>[N:15]1[CH:20]=[CH:19][CH:18]=[CH:17][C:16]=1[N:21]([CH:22]([OH:31])[CH3:23])[CH:7]([C:8]1[CH:13]=[CH:12][CH:11]=[CH:10][CH:9]=1)[C:1]1[CH:6]=[CH:5][CH:4]=[CH:3][CH:2]=1. Reported procedure: Diphenylmethyl bromide (0.1 mol; 24.75 g) was dissolved in 25 ml of tetrahydrofuran and placed in a flask together with N-pyridylethanolamine (0.05 mole-6.9 g) and 0.5 ml of catalytic N-methylimidazol, and then left for 72 hours in a dryer at temperature of 65° C. The product of this reaction was purified on a column filled with silica gel 60 of a particle size 70-230 mesh. Methanol gradient in methylene chloride was used as an eluting phase. Then the fractions containing the product of the reac... The yield is 85.7%. Product: C1(CCCC2=CC=CC=C12)N1CCN(CCC1)CC(C)C (1-(1,2,3,4-Tetrahydronaphthyl)-4-(2-methylpropyl)homopiperazine). As a reaction SMILES: [CH:1]1([N:11]2[CH2:17][CH2:16][CH2:15][NH:14][CH2:13][CH2:12]2)[C:10]2[C:5](=[CH:6][CH:7]=[CH:8][CH:9]=2)[CH2:4][CH2:3][CH2:2]1.[C:18](O)(=O)[CH:19]([CH3:21])[CH3:20].[BH4-].[Na+].[OH-].[Na+]>O>[CH:1]1([N:11]2[CH2:17][CH2:16][CH2:15][N:14]([CH2:18][CH:19]([CH3:21])[CH3:20])[CH2:13][CH2:12]2)[C:10]2[C:5](=[CH:6][CH:7]=[CH:8][CH:9]=2)[CH2:4][CH2:3][CH2:2]1 |f:2.3,4.5|. Procedure details: A 50 mL flask was charged with R 1-(1,2,3,4-tetrahydronaphthyl)-homopiperazine (1.12 g, 4.85 mmol) and isobutyric acid (12.8 g, 145 mmol). The flask was immersed in a 50° C. oil bath. After heating for 10 minutes, NaBH4 was added in portions over 15 minutes. After heating for 16 hours, the resulting mixture was immersed in an ice water bath and water (20 mL) was added. NaOH pellets were added until the solution was strongly basic. The mixture was then extracted with ethyl acetate (3×125 mL) and ... Solvent: O (water). The reactants are [OH-].[Na+] (NaOH), C1(CCCC2=CC=CC=C12)N1CCNCCC1 (1-(1,2,3,4-tetrahydronaphthyl)-homopiperazine), C(C(C)C)(=O)O (isobutyric acid), [BH4-].[Na+] (NaBH4). The reactants are C(C)OC(C(CC)OC1=C(C=CC(=C1)OC1=C(C=C(C=C1)C(F)(F)F)Cl)Br)=O (ethyl-α-[2-bromo-5-(2-chloro-4-trifluoromethyl phenoxy)phenoxy]butyrate), CN(C=O)C (dimethylformamide). Product: C(C)OC(C(CC)OC1=C(C=CC(=C1)OC1=C(C=C(C=C1)C(F)(F)F)Cl)C#N)=O (ethyl-α-[2-cyano-5-(2-chloro-4-trifluoromethyl phenoxy)phenoxy]butyrate). Reaction SMILES: [CH2:1]([O:3][C:4](=[O:28])[CH:5]([O:8][C:9]1[CH:14]=[C:13]([O:15][C:16]2[CH:21]=[CH:20][C:19]([C:22]([F:25])([F:24])[F:23])=[CH:18][C:17]=2[Cl:26])[CH:12]=[CH:11][C:10]=1Br)[CH2:6][CH3:7])[CH3:2].[CH3:29][N:30](C)C=O>>[CH2:1]([O:3][C:4](=[O:28])[CH:5]([O:8][C:9]1[CH:14]=[C:13]([O:15][C:16]2[CH:21]=[CH:20][C:19]([C:22]([F:25])([F:24])[F:23])=[CH:18][C:17]=2[Cl:26])[CH:12]=[CH:11][C:10]=1[C:29]#[N:30])[CH2:6][CH3:7])[CH3:2]. Procedure details: A 10 g of ethyl-α-[2-bromo-5-(2-chloro-4-trifluoromethyl phenoxy)phenoxy]butyrate was dissolved in 20 ml of dimethylformamide. Starting materials: ClCC1CO1, CC(=O)Nc1ccc(O)cc1[N+](=O)[O-], [Na+], [OH-]. Yields the product CC(=O)Nc1ccc(OCC2CO2)cc1[N+](=O)[O-]. As a reaction SMILES: [Cl:1][CH2:2][CH:3]1[CH2:4][O:5]1.[N+:6](=[O:7])([O-:8])[c:9]1[cH:10][c:11]([OH:19])[cH:12][cH:13][c:14]1[NH:15][C:16]([CH3:17])=[O:18].[Na+:21].[OH-:20]>>[CH2:2]([CH:3]1[CH2:4][O:5]1)[O:19][c:11]1[cH:10][c:9]([N+:6](=[O:7])[O-:8])[c:14]([NH:15][C:16]([CH3:17])=[O:18])[cH:13][cH:12]1.